From a dataset of the Open Reaction Database (ORD), a public repository of structured organic reaction records. describe an organic reaction: reactants, conditions, products, and yield Starting materials: Brc1cncc(Nc2cncnc2)c1, C1CCOC1, CI, CCOC(C)=O, [H-], [Na+]. Yields the product CN(c1cncnc1)c1cncc(Br)c1. Reaction SMILES: [Br:3][c:4]1[cH:5][c:6]([NH:10][c:11]2[cH:12][n:13][cH:14][n:15][cH:16]2)[cH:7][n:8][cH:9]1.[CH2:19]1[O:20][CH2:21][CH2:22][CH2:23]1.[CH3:17][I:18].[CH3:24][CH2:25][O:26][C:27]([CH3:28])=[O:29].[H-:2].[Na+:1]>>[Br:3][c:4]1[cH:5][c:6]([N:10]([c:11]2[cH:12][n:13][cH:14][n:15][cH:16]2)[CH3:17])[cH:7][n:8][cH:9]1. Starting materials: C[C@@H]1N([C@@H](CCC1)C)CCN (cis 2-(2,6-dimethyl-piperidin-1-yl)-ethylamine), FC1=C(C=C(C(=O)O)C=C1)NC(=O)C1=CN=C2N1C=CC(=C2)C=2N(N=CC2)C (4-Fluoro-3-{[7-(2-methyl-2H-pyrazol-3-yl)-imidazo[1,2-a]pyridine-3-carbonyl]-amino}-benzoic Acid), CCN=C=NCCCN(C)C.Cl (EDC.HCl), C=1C=CC2=C(C1)N=NN2O (HOBt), C(=O)([O-])[O-].[Na+].[Na+] (Na2CO3). Run in CN(C)C=O (DMF), O (Water). Run at temperature 70 celsius, time 30 minute. Yields the product CC1N(C(CCC1)C)CCNC(=O)C=1C=CC(=C(C1)NC(=O)C1=CN=C2N1C=CC(=C2)C=2N(N=CC2)C)F (7-(2-Methyl-2H-pyrazol-3-yl)-imidazo[1,2-a]pyridine-3-carboxylic Acid {5-[2-(2,6-dimethyl-piperidin-1-yl)-ethylcarbamoyl]-2-fluoro-phenyl}-amide). As a reaction SMILES: [F:1][C:2]1[CH:10]=[CH:9][C:5]([C:6](O)=[O:7])=[CH:4][C:3]=1[NH:11][C:12]([C:14]1[N:18]2[CH:19]=[CH:20][C:21]([C:23]3[N:24]([CH3:28])[N:25]=[CH:26][CH:27]=3)=[CH:22][C:17]2=[N:16][CH:15]=1)=[O:13].CCN=C=NCCCN(C)C.Cl.C1C=CC2N(O)N=NC=2C=1.[CH3:51][C@H:52]1[CH2:57][CH2:56][CH2:55][C@@H:54]([CH3:58])[N:53]1[CH2:59][CH2:60][NH2:61].C([O-])([O-])=O.[Na+].[Na+]>CN(C=O)C.O>[CH3:51][CH:52]1[CH2:57][CH2:56][CH2:55][CH:54]([CH3:58])[N:53]1[CH2:59][CH2:60][NH:61][C:6]([C:5]1[CH:9]=[CH:10][C:2]([F:1])=[C:3]([NH:11][C:12]([C:14]2[N:18]3[CH:19]=[CH:20][C:21]([C:23]4[N:24]([CH3:28])[N:25]=[CH:26][CH:27]=4)=[CH:22][C:17]3=[N:16][CH:15]=2)=[O:13])[CH:4]=1)=[O:7] |f:1.2,5.6.7|. Reported procedure: 4-Fluoro-3-{[7-(2-methyl-2H-pyrazol-3-yl)-imidazo[1,2-a]pyridine-3-carbonyl]-amino}-benzoic acid (step 2) (450 g, 1.19 mol), EDC.HCl (454.8 g, 2.372 mol) and HOBt (181.6 g, 1.186 mol) in DMF (3.2 L) at 25° C. were stirred for 1.5 hr. The reaction was monitored by HPLC. To the reaction mixture was dropwise added cis 2-(2,6-dimethyl-piperidin-1-yl)-ethylamine (222.5 g, 1.423 mol) over 10 min and stirring continued for 30 min. To the reaction mixture was dropwise an aqueous solution of Na2CO3 (5%, ... Reactants: S1C=C(C=C1)C1NCCNC1 (2-(3-thienyl)piperazine), ClC1=C(C=C2C(C(=CN(C2=C1)CC)C(=O)O)=O)F (7-chloro-1-ethyl-6-fluoro-1,4-dihydro-4-oxo-3-quinolinecarboxylic acid). Solvent: N1=CC=CC=C1 (pyridine). Yields the product C(C)N1C=C(C(C2=CC(=C(C=C12)N1CC(NCC1)C1=CSC=C1)F)=O)C(=O)O (1-Ethyl-6-fluoro-1,4-dihydro-4-oxo-7-[3-(3-thienyl)-1piperazinyl]-3-quinolinecarboxylic acid). Isolated yield 27.5%. As a reaction SMILES: [S:1]1[CH:5]=[CH:4][C:3]([CH:6]2[CH2:11][NH:10][CH2:9][CH2:8][NH:7]2)=[CH:2]1.Cl[C:13]1[CH:22]=[C:21]2[C:16]([C:17](=[O:28])[C:18]([C:25]([OH:27])=[O:26])=[CH:19][N:20]2[CH2:23][CH3:24])=[CH:15][C:14]=1[F:29]>N1C=CC=CC=1>[CH2:23]([N:20]1[C:21]2[C:16](=[CH:15][C:14]([F:29])=[C:13]([N:10]3[CH2:9][CH2:8][NH:7][CH:6]([C:3]4[CH:4]=[CH:5][S:1][CH:2]=4)[CH2:11]3)[CH:22]=2)[C:17](=[O:28])[C:18]([C:25]([OH:27])=[O:26])=[CH:19]1)[CH3:24]. Procedure: A mixture of 1 g of 2-(3-thienyl)piperazine and 538 mg of 7-chloro-1-ethyl-6-fluoro-1,4-dihydro-4-oxo-3-quinolinecarboxylic acid in 8 ml of pyridine was further reacted as described in Example 26 giving 220 mg of the desired product, mp 198°-200° C. The reactants are Cl (hydrogen chloride), ClC=1C=C(C=CC1Cl)CC(=O)N1C(CN(CC1)CC1=CC=CC=C1)C=O (1-[(3,4-Dichlorophenyl)acetyl]-4-(phenylmethyl)-2-piperazine carboxaldehyde), N1CC(CC1)O (3-pyrrolidinol), [Na].C(#N)[BH3-] (Sodium cyanoborohydride). The solvent is CO (methanol), CO (methanol). Conditions: time 19 hour. The product is N (NH3), ClC=1C=C(C=CC1Cl)CC(=O)N1C(CN(CC1)CC1=CC=CC=C1)CN1CC(CC1)O (1-[(3,4-Dichlorophenyl)acetyl]-4-(phenylmethyl)-2-[(3-hydroxy-1-pyrrolidinyl)methyl]piperazine). Yield: 109.8%. As a reaction SMILES: [Cl:1][C:2]1[CH:3]=[C:4]([CH2:9][C:10]([N:12]2[CH2:17][CH2:16][N:15]([CH2:18][C:19]3[CH:24]=[CH:23][CH:22]=[CH:21][CH:20]=3)[CH2:14][CH:13]2[CH:25]=O)=[O:11])[CH:5]=[CH:6][C:7]=1[Cl:8].[NH:27]1[CH2:31][CH2:30][CH:29]([OH:32])[CH2:28]1.Cl.[Na].C([BH3-])#N>CO>[NH3:12].[Cl:1][C:2]1[CH:3]=[C:4]([CH2:9][C:10]([N:12]2[CH2:17][CH2:16][N:15]([CH2:18][C:19]3[CH:20]=[CH:21][CH:22]=[CH:23][CH:24]=3)[CH2:14][CH:13]2[CH2:25][N:27]2[CH2:31][CH2:30][CH:29]([OH:32])[CH2:28]2)=[O:11])[CH:5]=[CH:6][C:7]=1[Cl:8] |f:3.4,^1:33|. Reported procedure: A solution of the product of stage (ii) (3.67 g) in methanol (60 ml) was added to a stirred suspension of 3-pyrrolidinol (982 mg) and 3 Å molecular sieves (3.68 g) in methanol (35 ml), followed by adjustment of the pH to 6 using methanolic hydrogen chloride solution. Sodium-cyanoborohydride (1.30 g) was added portionwise and the resulting suspension was stirred under nitrogen for 19 h. The suspension was filtered and the filtrate evaporated to dryness. The residue was partitioned between aqueous... Reactants: CN1[C@H](CC[C@H]1C(=O)OCC)C(=O)OCC (diethyl cis-1-methylpyrrolidine-2,5-dicarboxylate), C(C1=CC=CC=C1)N (benzylamine). Run in C=1(C(=CC=CC1)C)C (xylene). Yields the product C(C1=CC=CC=C1)NC(=O)[C@@H]1CC[C@@H](N1C)C(=O)OCC (Ethyl cis-5-(N-benzylcarbamyl)-1-methylpyrrolidine-2-carboxylate). As a reaction SMILES: [CH3:1][N:2]1[C@H:6]([C:7]([O:9][CH2:10][CH3:11])=[O:8])[CH2:5][CH2:4][C@@H:3]1[C:12]([O:14]CC)=O.[CH2:17]([NH2:24])[C:18]1[CH:23]=[CH:22][CH:21]=[CH:20][CH:19]=1>C1(C)C(C)=CC=CC=1>[CH2:17]([NH:24][C:12]([C@H:3]1[N:2]([CH3:1])[C@@H:6]([C:7]([O:9][CH2:10][CH3:11])=[O:8])[CH2:5][CH2:4]1)=[O:14])[C:18]1[CH:23]=[CH:22][CH:21]=[CH:20][CH:19]=1. Reported procedure: A solution of diethyl cis-1-methylpyrrolidine-2,5-dicarboxylate (10.95 g, 0.0478 mole) and benzylamine (5.2 ml, 0.048 mole) in 30 ml xylene was refluxed 72 hours at 140°C. After evaporation of the xylene in vacuo, the oily residue was fractionated on a Vigreux column. After an initial fraction of the starting compound (0.49 g), the product was collected: 7.11 g (boiling point 160°C, 0.25 mm). Starting materials: CC(C)([O-])C.[K+] (potassium t-butoxide), ClC=1C=CC2=C(C(CCCN2C(C2=CN=C(C=C2)NC(C2=C(C=CC=C2)C)=O)=O)=O)C1 (7-chloro-5-oxo-1-[6-(2-methylbenzoylamino)nicotinoyl]-2,3,4,5-tetrahydro-1H-benzazepine), ice water. The reagents and catalysts are [Br-].C[P+](C1=CC=CC=C1)(C1=CC=CC=C1)C1=CC=CC=C1 (methyltriphenylphosphonium bromide). Run in O1CCCC1 (tetrahydrofuran). Reaction conditions: temperature -5 celsius, time 1 hour. Yields the product ClC=1C=CC2=C(C(CCCN2C(C2=CN=C(C=C2)NC(C2=C(C=CC=C2)C)=O)=O)=C)C1 (7-chloro-5-methylidene-1-[6-(2-methylbenzoylamino)nicotinoyl]-2,3,4,5-tetrahydro-1H-benzazepine). Yield: 48.5%. As a reaction SMILES: [CH3:1]C(C)([O-])C.[K+].[Cl:7][C:8]1[CH:9]=[CH:10][C:11]2[N:17]([C:18](=[O:35])[C:19]3[CH:24]=[CH:23][C:22]([NH:25][C:26](=[O:34])[C:27]4[CH:32]=[CH:31][CH:30]=[CH:29][C:28]=4[CH3:33])=[N:21][CH:20]=3)[CH2:16][CH2:15][CH2:14][C:13](=O)[C:12]=2[CH:37]=1>[Br-].C[P+](C1C=CC=CC=1)(C1C=CC=CC=1)C1C=CC=CC=1.O1CCCC1>[Cl:7][C:8]1[CH:9]=[CH:10][C:11]2[N:17]([C:18](=[O:35])[C:19]3[CH:24]=[CH:23][C:22]([NH:25][C:26](=[O:34])[C:27]4[CH:32]=[CH:31][CH:30]=[CH:29][C:28]=4[CH3:33])=[N:21][CH:20]=3)[CH2:16][CH2:15][CH2:14][C:13](=[CH2:1])[C:12]=2[CH:37]=1 |f:0.1,3.4|. Reported procedure: To a suspension of methyltriphenylphosphonium bromide (0.86 g) in tetrahydrofuran (20 ml) is added with stirring potassium t-butoxide (0.23 g) at -5° C., and the mixture is stirred at -5° C. for one hour. To the mixture is added 7-chloro-5-oxo-1-[6-(2-methylbenzoylamino)nicotinoyl]-2,3,4,5-tetrahydro-1H-benzazepine (0.58 g) at the same temperature, and the mixture is stirred at room temperature for one hour. The reaction mixture is poured into ice-water, and extracted with ethyl acetate. The ext... Reactants: CC(C)(C)OC(=O)NC1Cc2ccc(NC(=O)c3ccccc3-c3ccc(C(F)(F)F)cc3)cc2C1, O=CO. The product is NC1Cc2ccc(NC(=O)c3ccccc3-c3ccc(C(F)(F)F)cc3)cc2C1. Reaction SMILES: [C:1]([O:2][C:3](=[O:4])[NH:7][CH:8]1[CH2:9][c:10]2[cH:11][cH:12][c:13]([NH:17][C:18](=[O:19])[c:20]3[c:21](-[c:26]4[cH:27][cH:28][c:29]([C:32]([F:33])([F:34])[F:35])[cH:30][cH:31]4)[cH:22][cH:23][cH:24][cH:25]3)[cH:14][c:15]2[CH2:16]1)([CH3:5])([CH3:6])[CH3:36].[CH:37]([OH:38])=[O:39]>>[NH2:7][CH:8]1[CH2:9][c:10]2[cH:11][cH:12][c:13]([NH:17][C:18](=[O:19])[c:20]3[c:21](-[c:26]4[cH:27][cH:28][c:29]([C:32]([F:33])([F:34])[F:35])[cH:30][cH:31]4)[cH:22][cH:23][cH:24][cH:25]3)[cH:14][c:15]2[CH2:16]1.